Dataset: the Open Reaction Database (ORD), a public repository of structured organic reaction records. Task: describe an organic reaction: reactants, conditions, products, and yield Starting materials: C1(=CC=CC=C1)C=CC(=O)N[C@@H](CC1=CNC2=CC=CC=C12)C(=O)OC (Methyl Nα-(3-Phenylacryloyl)-L-Tryptophanate), [OH-].[Na+] (sodium hydroxide). Solvent: CO (methanol). Yields the product C1(=CC=CC=C1)C=CC(=O)N[C@@H](CC1=CNC2=CC=CC=C12)C(=O)[O-].[Na+] (Sodium Nα-(3-Phenylacryloyl)-L-Tryptophanate). The yield is 98.0%. RXN SMILES: [C:1]1([CH:7]=[CH:8][C:9]([NH:11][C@H:12]([C:23]([O:25]C)=[O:24])[CH2:13][C:14]2[C:22]3[C:17](=[CH:18][CH:19]=[CH:20][CH:21]=3)[NH:16][CH:15]=2)=[O:10])[CH:6]=[CH:5][CH:4]=[CH:3][CH:2]=1.[OH-].[Na+:28]>CO>[C:1]1([CH:7]=[CH:8][C:9]([NH:11][C@H:12]([C:23]([O-:25])=[O:24])[CH2:13][C:14]2[C:22]3[C:17](=[CH:18][CH:19]=[CH:20][CH:21]=3)[NH:16][CH:15]=2)=[O:10])[CH:6]=[CH:5][CH:4]=[CH:3][CH:2]=1.[Na+:28] |f:1.2,4.5|. Procedure details: The same procedures as in Example 60 were carried out from the compound obtained in Example 8 (3.7 g), 1 mol/L of an aqueous sodium hydroxide solution (32 mL), and methanol (150 mL), to give the captioned compound (3.7 g, 98%) as crystals. As a reaction SMILES: [C:1]([C:3]1[CH:11]=[CH:10][C:6]([C:7]([OH:9])=O)=[C:5]([F:12])[C:4]=1[F:13])#[N:2].C(Cl)(=O)C(Cl)=O.[CH3:20][C:21]1[CH:27]=[C:26]([C:28]([F:37])([C:33]([F:36])([F:35])[F:34])[C:29]([F:32])([F:31])[F:30])[CH:25]=[C:24]([CH3:38])[C:22]=1[NH2:23].N1C=CC=CC=1.C(=O)([O-])O.[Na+]>CN(C)C=O.ClCCl.O1CCCC1>[C:1]([C:3]1[CH:11]=[CH:10][C:6]([C:7]([NH:23][C:22]2[C:24]([CH3:38])=[CH:25][C:26]([C:28]([F:37])([C:29]([F:30])([F:31])[F:32])[C:33]([F:34])([F:35])[F:36])=[CH:27][C:21]=2[CH3:20])=[O:9])=[C:5]([F:12])[C:4]=1[F:13])#[N:2] |f:4.5|. Starting materials: C(#N)C1=C(C(=C(C(=O)O)C=C1)F)F (4-cyano-2,3-difluoro-benzoic acid), C(O)([O-])=O.[Na+] (sodium hydrogen carbonate), CC1=C(N)C(=CC(=C1)C(C(F)(F)F)(C(F)(F)F)F)C (2,6-dimethyl-4-(heptafluoroprop-2-yl)aniline), N1=CC=CC=C1 (pyridine), C(C(=O)Cl)(=O)Cl (oxalyl chloride). Product: C(#N)C1=C(C(=C(C(=O)NC2=C(C=C(C=C2C)C(C(F)(F)F)(C(F)(F)F)F)C)C=C1)F)F (4-cyano-2,3-difluoro-N-[2,6-dimethyl-4-(1,2,2,2-tetrafluoro-1-trifluoromethyl-ethyl)-phenyl]-benzamide). The yield is 54.6%. Reported procedure: To a solution of 4-cyano-2,3-difluoro-benzoic acid (623 mg, 3.4 mmol) (Example I10) and N,N-dimethylformamide (2 drops) in dichloromethane (17 ml) under a nitrogen atmosphere was added oxalyl chloride (0.3455 ml, 4.08 mmol). The reaction mixture was stirred for one hour at ambient temperature and then at 60° C. for 1.5 hours. The reaction mixture was concentrated and the residue dissolved in tetrahydrofuran (5 ml). The solution was added drop-wise to a solution of 2,6-dimethyl-4-(heptafluoroprop... The reagents and catalysts are CN(C=O)C (N,N-dimethylformamide). Run at time 1 hour. The solvent is O1CCCC1 (tetrahydrofuran), ClCCl (dichloromethane). Reactants: CC(C)Cc1ccc(C=O)cc1, C[Si](C)(C)C#N, [I-], [I-], [Zn+2]. The product is CC(C)Cc1ccc(C(O)C#N)cc1. Reaction SMILES: [CH2:1]([CH:2]([CH3:3])[CH3:4])[c:5]1[cH:6][cH:7][c:8]([CH:9]=[O:10])[cH:11][cH:12]1.[CH3:13][Si:14]([CH3:15])([CH3:16])[C:17]#[N:18].[I-:19].[I-:21].[Zn+2:20]>>[CH2:1]([CH:2]([CH3:3])[CH3:4])[c:5]1[cH:6][cH:7][c:8]([CH:9]([OH:10])[C:17]#[N:18])[cH:11][cH:12]1. Starting materials: C1(CCCCC1)ON1C(CC(CC1(C)C)=O)(C)C (1-cyclohexyloxy-2,2,6,6-tetramethyl-4-oxopiperidine), C(CCCCCN)N (1,6-hexanediamine). The product is C1(CCCCC1)ON1C(CC(CC1(C)C)NCCCCCCNC1CC(N(C(C1)(C)C)OC1CCCCC1)(C)C)(C)C (N,N′-bis(1-cyclohexyloxy-2,2,6,6-tetramethyl-4-piperidyl)-1,6-hexanediamine). Reaction SMILES: [CH:1]1([O:7][N:8]2[C:13]([CH3:15])([CH3:14])[CH2:12][C:11](=O)[CH2:10][C:9]2([CH3:18])[CH3:17])[CH2:6][CH2:5][CH2:4][CH2:3][CH2:2]1.[CH2:19]([NH2:26])[CH2:20][CH2:21][CH2:22][CH2:23][CH2:24][NH2:25]>>[CH:1]1([O:7][N:8]2[C:9]([CH3:18])([CH3:17])[CH2:10][CH:11]([NH:25][CH2:24][CH2:23][CH2:22][CH2:21][CH2:20][CH2:19][NH:26][CH:11]3[CH2:12][C:13]([CH3:15])([CH3:14])[N:8]([O:7][CH:1]4[CH2:6][CH2:5][CH2:4][CH2:3][CH2:2]4)[C:9]([CH3:18])([CH3:17])[CH2:10]3)[CH2:12][C:13]2([CH3:15])[CH3:14])[CH2:6][CH2:5][CH2:4][CH2:3][CH2:2]1. Procedure details: The product is prepared as described in Example II-1, by reaction of 126.7 g (0.5 moles) of 1-cyclohexyloxy-2,2,6,6-tetramethyl-4-oxopiperidine and 30.2 g (0.26 moles) of 1,6-hexanediamine. Starting materials: [I-].[Na+] (sodium iodide), O (water), ClC1=C(C=CC(=C1)Cl)C(CC=1C=NC=CC1)=O (2',4'-dichloro-2-(3-pyridyl)-acetophenone), potassium tert.butylate, [I-].ClCC[S+](C)C (2-chloroethyl-dimethylsulphonium iodide). Run in C(C)(C)(C)O (tert.butanol). Reaction conditions: temperature 45 celsius, time 2 hour. The product is N1=CC(=CC=C1)C1(CC1)C(=O)C1=C(C=C(C=C1)Cl)Cl (2,4-dichlorophenyl 1-(3-pyridyl)-cyclopropyl ketone). The yield is 70.3%. As a reaction SMILES: [Cl:1][C:2]1[CH:7]=[C:6]([Cl:8])[CH:5]=[CH:4][C:3]=1[C:9](=[O:17])[CH2:10][C:11]1[CH:12]=[N:13][CH:14]=[CH:15][CH:16]=1.[I-].Cl[CH2:20][CH2:21][S+](C)C.[I-].[Na+].O>C(O)(C)(C)C>[N:13]1[CH:14]=[CH:15][CH:16]=[C:11]([C:10]2([C:9]([C:3]3[CH:4]=[CH:5][C:6]([Cl:8])=[CH:7][C:2]=3[Cl:1])=[O:17])[CH2:21][CH2:20]2)[CH:12]=1 |f:1.2,3.4|. Procedure: 54 g of 2',4'-dichloro-2-(3-pyridyl)-acetophenone are added portionwise under an inert gas to a suspension of 46.5 g of freshly sublimed potassium tert.butylate in 590 ml of tert.butanol and the reaction mixture is stirred at 45° C. for 2 hours. The mixture is treated at room temperature with 59.5 g of 2-chloroethyl-dimethylsulphonium iodide and a spatula tip of sodium iodide and the mixture is held at 50° C. for 16 hours while stirring vigorously. The mixture is poured into water and extracted ... Starting materials: CC(C)(C)OC(=O)c1cc(OCc2ccccc2)c2c(c1)OC(CO)C2, C1CCOC1, CI, [H-], [Na+]. Product: COCC1Cc2c(OCc3ccccc3)cc(C(=O)OC(C)(C)C)cc2O1. As a reaction SMILES: [C:3]([CH3:4])([CH3:5])([CH3:6])[O:7][C:8](=[O:9])[c:10]1[cH:11][c:12]2[c:13]([c:19]([O:21][CH2:22][c:23]3[cH:24][cH:25][cH:26][cH:27][cH:28]3)[cH:20]1)[CH2:14][CH:15]([CH2:17][OH:18])[O:16]2.[CH2:31]1[O:32][CH2:33][CH2:34][CH2:35]1.[CH3:29][I:30].[H-:2].[Na+:1]>>[C:3]([CH3:4])([CH3:5])([CH3:6])[O:7][C:8](=[O:9])[c:10]1[cH:11][c:12]2[c:13]([c:19]([O:21][CH2:22][c:23]3[cH:24][cH:25][cH:26][cH:27][cH:28]3)[cH:20]1)[CH2:14][CH:15]([CH2:17][O:18][CH3:29])[O:16]2.